From a dataset of the Open Reaction Database (ORD), a public repository of structured organic reaction records. describe an organic reaction: reactants, conditions, products, and yield As a reaction SMILES: [CH3:42][C:43](=[O:44])[CH3:45].[F:15][S:16](=[O:17])(=[O:18])[c:19]1[cH:20][c:21]([S:25](=[O:26])(=[O:27])[Cl:28])[cH:22][cH:23][cH:24]1.[N:34]12[CH2:35][CH2:36][N:37]([CH2:38][CH2:39]1)[CH2:40][CH2:41]2.[NH2:1][c:2]1[cH:3][cH:4][c:5]([S:8](=[O:9])(=[O:10])[CH:11]=[CH:12][C:13]#[N:14])[cH:6][cH:7]1.[S:29]([Cl:30])([Cl:31])(=[O:32])=[O:33]>>[NH:1]([c:2]1[cH:3][cH:4][c:5]([S:8](=[O:9])(=[O:10])[CH:11]=[CH:12][C:13]#[N:14])[cH:6][cH:7]1)[S:25]([c:21]1[cH:20][c:19]([S:16]([F:15])(=[O:17])=[O:18])[cH:24][cH:23][cH:22]1)(=[O:26])=[O:27]. Yields the product N#CC=CS(=O)(=O)c1ccc(NS(=O)(=O)c2cccc(S(=O)(=O)F)c2)cc1. Starting materials: CC(C)=O, O=S(=O)(F)c1cccc(S(=O)(=O)Cl)c1, C1CN2CCN1CC2, N#CC=CS(=O)(=O)c1ccc(N)cc1, O=S(=O)(Cl)Cl. The reactants are ClCCl, CC(=O)O, CO, CC(C)(OC(=O)OCc1ccc([N+](=O)[O-])cc1)C1C(=O)NC1CC(=O)O, C=[N+]=[N-]. The product is COC(=O)CC1NC(=O)C1C(C)(C)OC(=O)OCc1ccc([N+](=O)[O-])cc1. As a reaction SMILES: [CH2:34]([Cl:35])[Cl:36].[CH3:30][C:31](=[O:32])[OH:33].[CH3:37][OH:38].[CH3:4][C:5]([CH3:6])([O:7][C:8](=[O:9])[O:10][CH2:11][c:12]1[cH:13][cH:14][c:15]([N+:18](=[O:19])[O-:20])[cH:16][cH:17]1)[CH:21]1[CH:22]([CH2:26][C:27](=[O:28])[OH:29])[NH:23][C:24]1=[O:25].[N+:1](=[N-:2])=[CH2:3]>>[CH3:3][O:29][C:27]([CH2:26][CH:22]1[CH:21]([C:5]([CH3:4])([CH3:6])[O:7][C:8](=[O:9])[O:10][CH2:11][c:12]2[cH:13][cH:14][c:15]([N+:18](=[O:19])[O-:20])[cH:16][cH:17]2)[C:24](=[O:25])[NH:23]1)=[O:28]. Starting materials: COC(C=1C(C(=O)OC)=C(C=CC1)OCC1=CC=C(C=C1)S(=O)(=O)C)=O (3-(4-methanesulfonyl-benzyloxy)-phthalic acid dimethyl ester), alcohol. Run in [OH-].[Na+] (sodium hydroxide). Product: CS(=O)(=O)C1=CC=C(COC2=C(C(C(=O)O)=CC=C2)C(=O)O)C=C1 (3-(4-methanesulfonyl-benzyloxy)-phthalic acid). RXN SMILES: C[O:2][C:3](=[O:26])[C:4]1[C:5](=[C:10]([O:14][CH2:15][C:16]2[CH:21]=[CH:20][C:19]([S:22]([CH3:25])(=[O:24])=[O:23])=[CH:18][CH:17]=2)[CH:11]=[CH:12][CH:13]=1)[C:6]([O:8]C)=[O:7]>[OH-].[Na+]>[CH3:25][S:22]([C:19]1[CH:18]=[CH:17][C:16]([CH2:15][O:14][C:10]2[CH:11]=[CH:12][CH:13]=[C:4]([C:3]([OH:26])=[O:2])[C:5]=2[C:6]([OH:8])=[O:7])=[CH:21][CH:20]=1)(=[O:23])=[O:24] |f:1.2|. Reported procedure: A solution of 3-(4-methanesulfonyl-benzyloxy)-phthalic acid dimethyl ester (2.3 g, 6.1 mmol) in reagent alcohol (140 mL) and 3 N sodium hydroxide (70 mL) was refluxed for two hours. The solution was evaporated and the residue was dissolved in water (100 mL) and washed with methylene chloride (3×100 mL) then acidified to pH around 4. The resulting mixture was extracted with ethyl acetate (2×100 mL) and the combined organic layers was washed with water (2×100 mL), dried and concentrated to give 3-... Starting materials: COC(=O)c1cccc(C2(C#N)CCCCC2)c1, CO, [Li+], C1CCOC1, [OH-], O, O. Product: N#CC1(c2cccc(C(=O)O)c2)CCCCC1. RXN SMILES: [C:1](#[N:2])[C:3]1([c:9]2[cH:10][c:11]([C:12](=[O:13])[O:14][CH3:15])[cH:16][cH:17][cH:18]2)[CH2:4][CH2:5][CH2:6][CH2:7][CH2:8]1.[CH3:27][OH:28].[Li+:21].[O:22]1[CH2:23][CH2:24][CH2:25][CH2:26]1.[OH-:20].[OH2:19].[OH2:29]>>[C:1](#[N:2])[C:3]1([c:9]2[cH:10][c:11]([C:12](=[O:13])[OH:14])[cH:16][cH:17][cH:18]2)[CH2:4][CH2:5][CH2:6][CH2:7][CH2:8]1. Product: Cl.Cl.C1(=CC=CC=C1)[C@@H]1CN2[C@H](C3=CC=CC=C13)CNCC2 (cis-1,3,4,6,7,11b-hexahydro-7-phenyl-2H-pyrazino[2,1-a]isoquinoline dihydrochloride). Reaction SMILES: C[N:2]1[CH2:21][CH2:20][N:5]2[CH2:6][C@@H:7]([C:14]3[CH:19]=[CH:18][CH:17]=[CH:16][CH:15]=3)[C:8]3[C:13]([C@@H:4]2[CH2:3]1)=[CH:12][CH:11]=[CH:10][CH:9]=3.[Na].[Cl:23]C(OC)=O>C(Cl)(Cl)Cl>[ClH:23].[ClH:23].[C:14]1([C@H:7]2[C:8]3[C:13](=[CH:12][CH:11]=[CH:10][CH:9]=3)[C@@H:4]3[CH2:3][NH:2][CH2:21][CH2:20][N:5]3[CH2:6]2)[CH:15]=[CH:16][CH:17]=[CH:18][CH:19]=1 |f:4.5.6,^1:21|. Reported procedure: To a stirred solution of cis-1,3,4,6,7,11b-hexahydro-2-methyl-7-phenyl-2H-pyrazino[2,1-a]isoquinoline (11.0 g, 0.039 m) in chloroform (1500 ml) was added sodium bicarbanate (83.1 g, 0.99 m) and methyl chloroformate (45.3 g, 0.48 m), and the mixture heated to reflux for 48 hours. The salts were removed by filtration and the organic phase washed with 5% HCl (3×300 ml) and water (300 ml) and dried over MgSO4. The solvent was evaporated and the oily residue treated with 95% hydrazine (250 ml) and re... Run in C(Cl)(Cl)Cl (chloroform). The yield is 48.0%. Reactants: CN1C[C@@H]2N(C[C@H](C3=CC=CC=C23)C2=CC=CC=C2)CC1 (cis-1,3,4,6,7,11b-hexahydro-2-methyl-7-phenyl-2H-pyrazino[2,1-a]isoquinoline), [Na] (sodium), ClC(=O)OC (methyl chloroformate). Reactants: Nc1ncnn2c(C3CCNCC3)cc(-c3ccc4cn(CC5CCC5)nc4c3)c12, CN(C)C(=O)CCl. RXN SMILES: [CH:1]1([CH2:5][n:6]2[n:7][c:8]3[cH:9][c:10](-[c:15]4[cH:16][c:17]([CH:25]5[CH2:26][CH2:27][NH:28][CH2:29][CH2:30]5)[n:18]5[n:19][cH:20][n:21][c:22]([NH2:24])[c:23]45)[cH:11][cH:12][c:13]3[cH:14]2)[CH2:2][CH2:3][CH2:4]1.[Cl:31][CH2:32][C:33](=[O:34])[N:35]([CH3:36])[CH3:37]>>[CH:1]1([CH2:5][n:6]2[n:7][c:8]3[cH:9][c:10](-[c:15]4[cH:16][c:17]([CH:25]5[CH2:26][CH2:27][N:28]([C:33](=[O:34])[N:35]([CH3:36])[CH3:37])[CH2:29][CH2:30]5)[n:18]5[n:19][cH:20][n:21][c:22]([NH2:24])[c:23]45)[cH:11][cH:12][c:13]3[cH:14]2)[CH2:2][CH2:3][CH2:4]1. The product is CN(C)C(=O)N1CCC(c2cc(-c3ccc4cn(CC5CCC5)nc4c3)c3c(N)ncnn23)CC1. Reactants: CC(C)Oc1ccc(COc2ccc3c(c2)cc2n3CCC2CC(=O)O)cc1C#N, O=C1CCC(=O)N1Cl, ClCCl. The product is CC(C)Oc1ccc(COc2ccc3c(c2)c(Cl)c2n3CCC2CC(=O)O)cc1C#N. RXN SMILES: [C:1](#[N:2])[c:3]1[cH:4][c:5]([CH2:6][O:7][c:8]2[cH:9][c:10]3[cH:11][c:12]4[n:13]([c:14]3[cH:15][cH:16]2)[CH2:17][CH2:18][CH:19]4[CH2:20][C:21](=[O:22])[OH:23])[cH:24][cH:25][c:26]1[O:27][CH:28]([CH3:29])[CH3:30].[Cl:31][N:32]1[C:33](=[O:34])[CH2:35][CH2:36][C:37]1=[O:38].[Cl:39][CH2:40][Cl:41]>>[C:1](#[N:2])[c:3]1[cH:4][c:5]([CH2:6][O:7][c:8]2[cH:9][c:10]3[c:11]([Cl:31])[c:12]4[n:13]([c:14]3[cH:15][cH:16]2)[CH2:17][CH2:18][CH:19]4[CH2:20][C:21](=[O:22])[OH:23])[cH:24][cH:25][c:26]1[O:27][CH:28]([CH3:29])[CH3:30]. The reactants are OC=1C(=C(C(=O)O)C=CC1)[N+](=O)[O-] (3-hydroxy-2-nitrobenzoic acid), OS(=O)(=O)O (H2SO4), CO (methanol). Yields the product OC=1C(=C(C(=O)OC)C=CC1)[N+](=O)[O-] (methyl 3-hydroxy-2-nitrobenzoate). Reaction SMILES: [OH:1][C:2]1[C:3]([N+:11]([O-:13])=[O:12])=[C:4]([CH:8]=[CH:9][CH:10]=1)[C:5]([OH:7])=[O:6].OS(O)(=O)=O.[CH3:19]O>>[OH:1][C:2]1[C:3]([N+:11]([O-:13])=[O:12])=[C:4]([CH:8]=[CH:9][CH:10]=1)[C:5]([O:7][CH3:19])=[O:6]. Procedure: A solution of 3-hydroxy-2-nitrobenzoic acid (51 g) and con.H2SO4 (5 mL) in anhydrous methanol (450 mL) was heated to reflux for 48 hr. The mixture was concentrated to remove methanol, and the residue was partitioned between water (500 mL) and ethyl acetate (800 mL). The organic layer was washed with brine (300 mL), dried over anhydrous sodium sulfate, and concentrated to give crude compound. The crude product was purified by chromatography (silica gel, petroleum ether/ethyl acetate=40:1 to 5:1) ... Starting materials: CS(C)=O, CCN(C(C)C)C(C)C, ClCCl, O, Cc1cc(NC(=O)CCCCN(C)C(=O)CCN2CCC(OC(=O)Nc3ccccc3-c3ccccc3)CC2)c(C)cc1CO, O=S(=O)=O, c1ccncc1. The product is Cc1cc(NC(=O)CCCCN(C)C(=O)CCN2CCC(OC(=O)Nc3ccccc3-c3ccccc3)CC2)c(C)cc1C=O. RXN SMILES: [CH3:46][S:47](=[O:48])[CH3:49].[CH:50]([N:51]([CH2:52][CH3:53])[CH:54]([CH3:55])[CH3:56])([CH3:57])[CH3:58].[Cl:69][CH2:70][Cl:71].[OH2:72].[OH:1][CH2:2][c:3]1[cH:4][c:5]([CH3:45])[c:6]([NH:10][C:11](=[O:12])[CH2:13][CH2:14][CH2:15][CH2:16][N:17]([C:18](=[O:19])[CH2:20][CH2:21][N:22]2[CH2:23][CH2:24][CH:25]([O:28][C:29]([NH:30][c:31]3[c:32](-[c:37]4[cH:38][cH:39][cH:40][cH:41][cH:42]4)[cH:33][cH:34][cH:35][cH:36]3)=[O:43])[CH2:26][CH2:27]2)[CH3:44])[cH:7][c:8]1[CH3:9].[S:65](=[O:66])(=[O:67])=[O:68].[n:59]1[cH:60][cH:61][cH:62][cH:63][cH:64]1>>[O:1]=[CH:2][c:3]1[cH:4][c:5]([CH3:45])[c:6]([NH:10][C:11](=[O:12])[CH2:13][CH2:14][CH2:15][CH2:16][N:17]([C:18](=[O:19])[CH2:20][CH2:21][N:22]2[CH2:23][CH2:24][CH:25]([O:28][C:29]([NH:30][c:31]3[c:32](-[c:37]4[cH:38][cH:39][cH:40][cH:41][cH:42]4)[cH:33][cH:34][cH:35][cH:36]3)=[O:43])[CH2:26][CH2:27]2)[CH3:44])[cH:7][c:8]1[CH3:9].